Dataset: the Open Reaction Database (ORD), a public repository of structured organic reaction records. Task: describe an organic reaction: reactants, conditions, products, and yield Starting materials: ClC1=CC(=C(CN2N=C(C3=CC(=CC=C23)C=C2C(N=C(S2)SCC)=O)C#N)C=C1)C(F)(F)F (1-(4-Chloro-2-trifluoromethyl-benzyl)-5-(2-ethylsulfanyl-4-oxo-4H-thiazol-5-ylidenemethyl)-1H-indazole-3-carbonitrile), C1(CC1)CN1CCNCC1 (1-Cyclopropylmethyl-piperazine). Product: ClC1=CC(=C(CN2N=C(C3=CC(=CC=C23)C=C2C(N=C(S2)N2CCN(CC2)CC2CC2)=O)C#N)C=C1)C(F)(F)F (1-[4-Chloro-2-(trifluoromethyl)benzyl]-5-({2-[4-(cyclopropylmethyl)piperazin-1-yl]-4-oxo-1,3-thiazol-5(4H)-ylidene}methyl)-1H-indazole-3-carbonitrile). RXN SMILES: [Cl:1][C:2]1[CH:29]=[CH:28][C:5]([CH2:6][N:7]2[C:15]3[C:10](=[CH:11][C:12]([CH:16]=[C:17]4[S:21][C:20](SCC)=[N:19][C:18]4=[O:25])=[CH:13][CH:14]=3)[C:9]([C:26]#[N:27])=[N:8]2)=[C:4]([C:30]([F:33])([F:32])[F:31])[CH:3]=1.[CH:34]1([CH2:37][N:38]2[CH2:43][CH2:42][NH:41][CH2:40][CH2:39]2)[CH2:36][CH2:35]1>>[Cl:1][C:2]1[CH:29]=[CH:28][C:5]([CH2:6][N:7]2[C:15]3[C:10](=[CH:11][C:12]([CH:16]=[C:17]4[S:21][C:20]([N:41]5[CH2:42][CH2:43][N:38]([CH2:37][CH:34]6[CH2:36][CH2:35]6)[CH2:39][CH2:40]5)=[N:19][C:18]4=[O:25])=[CH:13][CH:14]=3)[C:9]([C:26]#[N:27])=[N:8]2)=[C:4]([C:30]([F:32])([F:31])[F:33])[CH:3]=1. Reported procedure: 1-[4-Chloro-2-(trifluoromethyl)benzyl]-5-({2-[4-(cyclopropylmethyl)piperazin-1-yl]-4-oxo-1,3-thiazol-5(4H)-ylidene}methyl)-1H-indazole-3-carbonitrile was prepared from 1-(4-Chloro-2-trifluoromethyl-benzyl)-5-(2-ethylsulfanyl-4-oxo-4H-thiazol-5-ylidenemethyl)-1H-indazole-3-carbonitrile and 1-Cyclopropylmethyl-piperazine following General Procedure C. Reactants: ClC=1C(=CC=2C(=NC=3N(C=C(C(C3C2)=O)C(=O)O)C2CC2)C1)F (8-chloro-1-cyclopropyl-7-fluoro-4-oxo-1,4-dihydrobenzo[b][1,8]naphthyridine-3-carboxylic acid), FC1=CC=C(C=C1)C1NCCNC1 ((RS)-2-(4-fluorophenyl)piperazine). Run in C(C)N(CC)CC (triethylamine). Product: C1(CC1)N1C=C(C(C=2C=C3C(=NC12)C=C(C(=C3)F)N3CC(NCC3)C3=CC=C(C=C3)F)=O)C(=O)O ((RS)-1-cyclopropyl-7-fluoro-8-[3-(4-fluorophenyl) -1-piperazinyl]-4-oxo-1,4-dihydrobenzo[b][1,8]-naphthyridine-3-carboxylic acid). Isolated yield 37.4%. Reaction SMILES: Cl[C:2]1[C:3]([F:23])=[CH:4][C:5]2[C:6]([CH:22]=1)=[N:7][C:8]1[N:9]([CH:19]3[CH2:21][CH2:20]3)[CH:10]=[C:11]([C:16]([OH:18])=[O:17])[C:12](=[O:15])[C:13]=1[CH:14]=2.[F:24][C:25]1[CH:30]=[CH:29][C:28]([CH:31]2[CH2:36][NH:35][CH2:34][CH2:33][NH:32]2)=[CH:27][CH:26]=1>C(N(CC)CC)C>[CH:19]1([N:9]2[C:8]3[N:7]=[C:6]4[CH:22]=[C:2]([N:35]5[CH2:34][CH2:33][NH:32][CH:31]([C:28]6[CH:29]=[CH:30][C:25]([F:24])=[CH:26][CH:27]=6)[CH2:36]5)[C:3]([F:23])=[CH:4][C:5]4=[CH:14][C:13]=3[C:12](=[O:15])[C:11]([C:16]([OH:18])=[O:17])=[CH:10]2)[CH2:21][CH2:20]1. Procedure: (RS)-1-Cyclopropyl-7-fluoro-8-[3-(4-fluorophenyl)-1-piperazinyl]-4-oxo-1,4-dihydrobenzo [b][1,8]naphthyridine-3-carboxylic acid was prepared under the conditions of Example 11 below, but starting with 8-chloro-1-cyclopropyl-7-fluoro-4-oxo-1,4-dihydrobenzo[b][1,8]naphthyridine-3-carboxylic acid (2 g), (RS)-2-(4-fluorophenyl)piperazine (6.534 g) and triethylamine (9 cc). The reaction mixture is concentrated under reduced pressure (20 kPa) at a temperature in the region of 60° C. The dry extract is... Starting materials: CC(=O)O, O=CC1CCCCC1, Nc1n[nH]c2ncnc(Nc3cccc(Cl)c3)c12. The product is CN(c1n[nH]c2ncnc(Nc3cccc(Cl)c3)c12)C1CCCCC1. As a reaction SMILES: [CH3:27][C:28](=[O:29])[OH:30].[CH:19]1([CH:25]=[O:26])[CH2:20][CH2:21][CH2:22][CH2:23][CH2:24]1.[NH2:1][c:2]1[n:3][nH:4][c:5]2[n:6][cH:7][n:8][c:9]([NH:11][c:12]3[cH:13][c:14]([Cl:18])[cH:15][cH:16][cH:17]3)[c:10]12>>[N:1]([c:2]1[n:3][nH:4][c:5]2[n:6][cH:7][n:8][c:9]([NH:11][c:12]3[cH:13][c:14]([Cl:18])[cH:15][cH:16][cH:17]3)[c:10]12)([CH:19]1[CH2:20][CH2:21][CH2:22][CH2:23][CH2:24]1)[CH3:27].